From a dataset of the Open Reaction Database (ORD), a public repository of structured organic reaction records. describe an organic reaction: reactants, conditions, products, and yield Starting materials: COC(=O)C1=C(C=CC=C1)N=C=O (2-methoxycarbonyl phenylisocyanate), CNCCO (N-methylethanolamine). Solvent: C(C)(=O)OCC (ethyl acetate). Product: COC(=O)C1=C(C=CC=C1)NC(=O)N(CCO)C (N-(2-methoxycarbonylphenyl)-N'-methyl-N'-(2-hydroxyethyl)urea). Yield: 72.5%. RXN SMILES: [CH3:1][O:2][C:3]([C:5]1[CH:10]=[CH:9][CH:8]=[CH:7][C:6]=1[N:11]=[C:12]=[O:13])=[O:4].[CH3:14][NH:15][CH2:16][CH2:17][OH:18]>C(OCC)(=O)C>[CH3:1][O:2][C:3]([C:5]1[CH:10]=[CH:9][CH:8]=[CH:7][C:6]=1[NH:11][C:12]([N:15]([CH3:14])[CH2:16][CH2:17][OH:18])=[O:13])=[O:4]. Procedure details: A solution of 2-methoxycarbonyl phenylisocyanate (21.7 g) in ethyl acetate (116 g) is added dropwise to N-methylethanolamine (22.5 g), the mixture being stirred and cooled to keep the temperature below 36° C. The upper layer of the resulting mixture is separated and distilled at 60° C. under reduced pressure to remove ethyl acetate. The white solid residue remaining is triturated with ether, filtered, washed with ether and then dried in air to give N-(2-methoxycarbonylphenyl)-N'-methyl-N'-(2-hyd... Starting materials: CCOC(=O)c1ccc(Br)cc1, COCCOC, OB(O)c1ccc(C(F)(F)F)cc1, [Na+], [Na+], O=C([O-])[O-], O. The product is CCOC(=O)c1ccc(-c2ccc(C(F)(F)F)cc2)cc1. As a reaction SMILES: [Br:1][c:2]1[cH:3][cH:4][c:5]([C:6](=[O:7])[O:8][CH2:9][CH3:10])[cH:11][cH:12]1.[CH3:32][O:33][CH2:34][CH2:35][O:36][CH3:37].[F:13][C:14]([c:15]1[cH:16][cH:17][c:18]([B:21]([OH:22])[OH:23])[cH:19][cH:20]1)([F:24])[F:25].[Na+:26].[Na+:27].[O-:28][C:29](=[O:30])[O-:31].[OH2:38]>>[c:2]1(-[c:18]2[cH:17][cH:16][c:15]([C:14]([F:13])([F:24])[F:25])[cH:20][cH:19]2)[cH:3][cH:4][c:5]([C:6](=[O:7])[O:8][CH2:9][CH3:10])[cH:11][cH:12]1. Reactants: CC1(OCCO1)C1=CC=C(O1)CN1N=C(C=C1)N (1-[5-(2-methyl-[1,3]dioxolan-2-yl)-furan-2-ylmethyl]-1H-pyrazol-3-ylamine), C1(=CC(=CC=C1)C1=C(N=CO1)C(=O)O)C1=CC=CC=C1 (5-biphenyl-3-yl-oxazole-4-carboxylic acid). The product is C(C)(=O)C1=CC=C(O1)CN1N=C(C=C1)NC(=O)C=1N=COC1C=1C=C(C=CC1)C1=CC=CC=C1 (5-Biphenyl-3-yl-oxazole-4-carboxylic acid [1-(5-acetyl-furan-2-ylmethyl)-1H-pyrazol-3-yl]-amide). Reaction SMILES: [CH3:1][C:2]1([C:7]2[O:11][C:10]([CH2:12][N:13]3[CH:17]=[CH:16][C:15]([NH2:18])=[N:14]3)=[CH:9][CH:8]=2)[O:6]CCO1.[C:19]1([C:33]2[CH:38]=[CH:37][CH:36]=[CH:35][CH:34]=2)[CH:24]=[CH:23][CH:22]=[C:21]([C:25]2[O:29][CH:28]=[N:27][C:26]=2[C:30](O)=[O:31])[CH:20]=1>>[C:2]([C:7]1[O:11][C:10]([CH2:12][N:13]2[CH:17]=[CH:16][C:15]([NH:18][C:30]([C:26]3[N:27]=[CH:28][O:29][C:25]=3[C:21]3[CH:20]=[C:19]([C:33]4[CH:38]=[CH:37][CH:36]=[CH:35][CH:34]=4)[CH:24]=[CH:23][CH:22]=3)=[O:31])=[N:14]2)=[CH:9][CH:8]=1)(=[O:6])[CH3:1]. Reported procedure: Following general procedure B followed by T, starting from 1-[5-(2-methyl-[1,3]dioxolan-2-yl)-furan-2-ylmethyl]-1H-pyrazol-3-ylamine and 5-biphenyl-3-yl-oxazole-4-carboxylic acid. LC-MS-conditions 02: tR=1.08 min; [M+H]+=453.3. Reactants: [OH-].[K+] (Potassium hydroxide), COC(=O)C1=CC=C(CBr)C=C1 (4-methoxycarbonylbenzyl bromide), FC=1C(NC(N([C@H]2C[C@H](O)[C@@H](COC(C3=CC=CC=C3)(C3=CC=CC=C3)C3=CC=CC=C3)O2)C1)=O)=O (2'-deoxy-5-fluoro-5'-O-trityluridine). Run in O1CCOCC1 (dioxane). The product is FC=1C(NC(N([C@H]2C[C@H](OCC3=CC=C(C=C3)C(=O)O)[C@@H](CO)O2)C1)=O)=O (2'-deoxy-5-fluoro-3'-O-(4-carboxybenzyl)uridine). The yield is 27.8%. RXN SMILES: [OH-].[K+].C[O:4][C:5]([C:7]1[CH:14]=[CH:13][C:10]([CH2:11]Br)=[CH:9][CH:8]=1)=[O:6].[F:15][C:16]1[C:17](=[O:50])[NH:18][C:19](=[O:49])[N:20]([CH:48]=1)[C@@H:21]1[O:47][C@H:25]([CH2:26][O:27]C(C2C=CC=CC=2)(C2C=CC=CC=2)C2C=CC=CC=2)[C@@H:23]([OH:24])[CH2:22]1>O1CCOCC1>[F:15][C:16]1[C:17](=[O:50])[NH:18][C:19](=[O:49])[N:20]([CH:48]=1)[C@@H:21]1[O:47][C@H:25]([CH2:26][OH:27])[C@@H:23]([O:24][CH2:11][C:10]2[CH:13]=[CH:14][C:7]([C:5]([OH:4])=[O:6])=[CH:8][CH:9]=2)[CH2:22]1 |f:0.1|. Procedure: Potassium hydroxide (4.30 g) and 1.70 g of 4-methoxycarbonylbenzyl bromide were added to a solution of 3.00 g of 2'-deoxy-5-fluoro-5'-O-trityluridine in 200 ml of dioxane. The mixture was stirred at room temperature for a day. The reaction mixture was concentrated under a reduced pressure. To the concentrate was added 200 ml of water and the mixture was stirred at room temperature for 15 minutes. The reaction mixture was rendered acidic with acetic acid, and extracted with ethyl acetate. The org... Starting materials: C=CCc1nnc(N)s1, CCOC(C)=O, O=C(Cl)Cl. The product is C=CCc1nnc(N=C=O)s1. RXN SMILES: [CH2:5]([CH:6]=[CH2:7])[c:8]1[n:9][n:10][c:11]([NH2:13])[s:12]1.[CH3:14][CH2:15][O:16][C:17](=[O:18])[CH3:19].[Cl:1][C:2]([Cl:3])=[O:4]>>[C:2](=[O:4])=[N:13][c:11]1[n:10][n:9][c:8]([CH2:5][CH:6]=[CH2:7])[s:12]1.